The task is: describe an organic reaction: reactants, conditions, products, and yield. This data is from the Open Reaction Database (ORD), a public repository of structured organic reaction records. Reactants: CN(C=1C=C(C(=O)O)C=C(C1)\C=C\C1=CC(=C(C(=C1)C)OCOC)C)C ((E)-3-(dimethylamino)-5-(4-(methoxymethoxy)-3,5-dimethylstyryl)benzoic acid), C(CCl)Cl (EDC), C1=CC2=C(N=C1)N(N=N2)O (HOAT), C(CC)N (propylamine). Reaction SMILES: [CH3:1][N:2]([CH3:26])[C:3]1[CH:4]=[C:5]([CH:9]=[C:10](/[CH:12]=[CH:13]/[C:14]2[CH:19]=[C:18]([CH3:20])[C:17]([O:21]COC)=[C:16]([CH3:25])[CH:15]=2)[CH:11]=1)[C:6](O)=[O:7].C(Cl)CCl.C1C=[N:35][C:34]2N(O)N=N[C:33]=2[CH:32]=1.C(N)CC>CN(C1C=CN=CC=1)C.CN(C=O)C.CCOC(C)=O>[CH3:26][N:2]([CH3:1])[C:3]1[CH:4]=[C:5]([CH:9]=[C:10](/[CH:12]=[CH:13]/[C:14]2[CH:15]=[C:16]([CH3:25])[C:17]([OH:21])=[C:18]([CH3:20])[CH:19]=2)[CH:11]=1)[C:6]([NH:35][CH2:34][CH2:33][CH3:32])=[O:7]. Run at time 18 hour. Yields the product CN(C=1C=C(C(=O)NCCC)C=C(C1)\C=C\C1=CC(=C(C(=C1)C)O)C)C ((E)-3-(dimethylamino)-5-(4-hydroxy-3,5-dimethylstyryl)-N-propylbenzamide). Solvent: CN(C)C=O (DMF), CCOC(=O)C (EtOAc). Procedure details: To a solution of 5 (80 mg, 0.225 mmol), EDC (88 mg, 0.45 mmol), HOAT (61.2 mg, 0.45 mmol), and DMAP (5.5 mg, 0.045 mmol) in 2 mL of DMF was added propylamine (37.8 □L, 0.45 mmol) at room temperature. The reaction mixture was stirred overnight (about 18 hours) and diluted with EtOAc. The solution was washed with brine and dried with Na2SO4. The solution was filtered and concentrated. The reagents and catalysts are CN(C)C=1C=CN=CC1 (DMAP). Reactants: CCOC(=O)c1c(N)sc2c1CCCC2, CC(=O)Cl, O, c1ccncc1. The product is CCOC(=O)c1c(NC(C)=O)sc2c1CCCC2. Reaction SMILES: [CH2:5]([CH3:6])[O:7][C:8](=[O:9])[c:10]1[c:11]2[c:12]([s:13][c:14]1[NH2:15])[CH2:16][CH2:17][CH2:18][CH2:19]2.[CH3:1][C:2]([Cl:3])=[O:4].[OH2:20].[cH:21]1[cH:22][cH:23][n:24][cH:25][cH:26]1>>[CH3:1][C:2](=[O:4])[NH:15][c:14]1[c:10]([C:8]([O:7][CH2:5][CH3:6])=[O:9])[c:11]2[c:12]([s:13]1)[CH2:16][CH2:17][CH2:18][CH2:19]2. Reactants: O=C(NC1CN2CCC1CC2)c1cc2ccc(Br)cc2o1, [Na+], CN(C)C=O, [OH-], OB(O)c1ccc(F)cc1. Product: O=C(NC1CN2CCC1CC2)c1cc2ccc(-c3ccc(F)cc3)cc2o1. RXN SMILES: [N:11]12[CH2:12][CH:13]([NH:19][C:20](=[O:21])[c:22]3[o:23][c:24]4[c:25]([cH:26]3)[cH:27][cH:28][c:29]([Br:31])[cH:30]4)[CH:14]([CH2:15][CH2:16]1)[CH2:17][CH2:18]2.[Na+:33].[O:34]=[CH:35][N:36]([CH3:37])[CH3:38].[OH-:32].[OH:1][B:2]([OH:3])[c:4]1[cH:5][cH:6][c:7]([F:8])[cH:9][cH:10]1>>[c:4]1(-[c:29]2[cH:28][cH:27][c:25]3[c:24]([o:23][c:22]([C:20]([NH:19][CH:13]4[CH2:12][N:11]5[CH2:16][CH2:15][CH:14]4[CH2:17][CH2:18]5)=[O:21])[cH:26]3)[cH:30]2)[cH:5][cH:6][c:7]([F:8])[cH:9][cH:10]1. Starting materials: COc1ccc(C(=O)O)cc1C=Cc1ccc(OC(F)(F)F)cc1, NCC(O)CO. Yields the product COc1ccc(C(=O)NCC(O)CO)cc1C=Cc1ccc(OC(F)(F)F)cc1. RXN SMILES: [CH3:1][O:2][c:3]1[c:4]([CH:12]=[CH:13][c:14]2[cH:15][cH:16][c:17]([O:20][C:21]([F:22])([F:23])[F:24])[cH:18][cH:19]2)[cH:5][c:6]([C:7](=[O:8])[OH:9])[cH:10][cH:11]1.[NH2:25][CH2:26][CH:27]([CH2:28][OH:29])[OH:30]>>[CH3:1][O:2][c:3]1[c:4]([CH:12]=[CH:13][c:14]2[cH:15][cH:16][c:17]([O:20][C:21]([F:22])([F:23])[F:24])[cH:18][cH:19]2)[cH:5][c:6]([C:7](=[O:9])[NH:25][CH2:26][CH:27]([CH2:28][OH:29])[OH:30])[cH:10][cH:11]1. The reactants are Cl.CC1=C(C=CC=2C(OCC21)=O)CCN2CCNCC2 (4-methyl-5-[2-(piperazin-1-yl)ethyl]-2-benzofuran-1(3H)-one hydrochloride), COC1=C(C#N)C=CC(=C1)C(C=O)C (2-methoxy-4-(1-oxopropan-2-yl)benzonitrile). The product is COC1=C(C#N)C=CC(=C1)C(CN1CCN(CC1)CCC=1C(=C2COC(C2=CC1)=O)C)C (2-Methoxy-4-[1-methyl-2-[4-[2-(4-methyl-1-oxo-3H-isobenzofuran-5-yl)ethyl]piperazin-1-yl]ethyl]benzonitrile). As a reaction SMILES: Cl.[CH3:2][C:3]1[C:11]2[CH2:10][O:9][C:8](=[O:12])[C:7]=2[CH:6]=[CH:5][C:4]=1[CH2:13][CH2:14][N:15]1[CH2:20][CH2:19][NH:18][CH2:17][CH2:16]1.[CH3:21][O:22][C:23]1[CH:30]=[C:29]([CH:31]([CH3:34])[CH:32]=O)[CH:28]=[CH:27][C:24]=1[C:25]#[N:26]>>[CH3:21][O:22][C:23]1[CH:30]=[C:29]([CH:31]([CH3:34])[CH2:32][N:18]2[CH2:19][CH2:20][N:15]([CH2:14][CH2:13][C:4]3[C:3]([CH3:2])=[C:11]4[C:7](=[CH:6][CH:5]=3)[C:8](=[O:12])[O:9][CH2:10]4)[CH2:16][CH2:17]2)[CH:28]=[CH:27][C:24]=1[C:25]#[N:26] |f:0.1|. Procedure: 2-Methoxy-4-[1-methyl-2-[4-[2-(4-methyl-1-oxo-3H-isobenzofuran-5-yl)ethyl]piperazin-1-yl]ethyl]benzonitrile was prepared in a similar fashion to that described for the synthesis of Example 38 starting from 4-methyl-5-[2-(piperazin-1-yl)ethyl]-2-benzofuran-1(3H)-one hydrochloride and 2-methoxy-4-(1-oxopropan-2-yl)benzonitrile. LC-MS (IE, m/z): 434.5 [M+1]+. (0.15 μM)